From a dataset of the Open Reaction Database (ORD), a public repository of structured organic reaction records. describe an organic reaction: reactants, conditions, products, and yield Reactants: ClC1=CC=C(CNC(=O)C2=CN(C3=C(C=C(C=C3C2=O)CCl)I)C)C=C1 (N-(4-chlorobenzyl)-6-(chloromethyl)-8-iodo-1-methyl-4-oxo-1,4-dihydro-3-quinolinecarboxamide), C(C)(C)N(C(C)C)CC (N,N-diisopropylethylamine), N1CCOCC1 (morpholine). The solvent is CN(C)C=O (DMF). Product: ClC1=CC=C(CNC(=O)C2=CN(C3=C(C=C(C=C3C2=O)CN2CCOCC2)I)C)C=C1 (N-(4-chlorobenzyl)-8-iodo-1-methyl-6-(4-morpholinylmethyl)-4-oxo-1,4-dihydro-3-quinolinecarboxamide). Yield: 73.0%. As a reaction SMILES: [Cl:1][C:2]1[CH:26]=[CH:25][C:5]([CH2:6][NH:7][C:8]([C:10]2[C:19](=[O:20])[C:18]3[C:13](=[C:14]([I:23])[CH:15]=[C:16]([CH2:21]Cl)[CH:17]=3)[N:12]([CH3:24])[CH:11]=2)=[O:9])=[CH:4][CH:3]=1.C(N(CC)C(C)C)(C)C.[NH:36]1[CH2:41][CH2:40][O:39][CH2:38][CH2:37]1>CN(C=O)C>[Cl:1][C:2]1[CH:3]=[CH:4][C:5]([CH2:6][NH:7][C:8]([C:10]2[C:19](=[O:20])[C:18]3[C:13](=[C:14]([I:23])[CH:15]=[C:16]([CH2:21][N:36]4[CH2:41][CH2:40][O:39][CH2:38][CH2:37]4)[CH:17]=3)[N:12]([CH3:24])[CH:11]=2)=[O:9])=[CH:25][CH:26]=1. Reported procedure: A solution of N-(4-chlorobenzyl)-6-(chloromethyl)-8-iodo-1-methyl-4-oxo-1,4-dihydro-3-quinolinecarboxamide (3.95 g), N,N-diisopropylethylamine (1.79 mL), and morpholine (0.96 mL) in anhydrous DMF (149 mL) is heated at 65° C. for 1-2 h. The reaction is allowed to cool to room temperature, then poured into H20 (300 mL) to precipitate the product. The solid is filtered, adsorbed onto silica, and chromatographed (eluent 100% CH2Cl2 (0.5% CH2Cl2 (1L), 1% MeOH in CH2Cl2 (1L), 1.5% MeOH in CH2Cl2 (1 L)... Starting materials: C#Cc1cccc(Nc2ncnc3cc([N+](=O)[O-])ccc23)c1, CO, ClC(Cl)Cl, Cl, [Na+], C1CCOC1, O, [O-]P(O)O. Product: C#Cc1cccc(Nc2ncnc3cc(N)ccc23)c1. Reaction SMILES: [C:2](#[CH:3])[c:4]1[cH:5][c:6]([NH:10][c:11]2[n:12][cH:13][n:14][c:15]3[cH:16][c:17]([N+:21]([O-:22])=[O:23])[cH:18][cH:19][c:20]23)[cH:7][cH:8][cH:9]1.[CH3:24][OH:25].[CH:26]([Cl:27])([Cl:28])[Cl:29].[ClH:1].[Na+:34].[O:35]1[CH2:36][CH2:37][CH2:38][CH2:39]1.[OH2:40].[P:30]([O-:31])([OH:32])[OH:33]>>[C:2](#[CH:3])[c:4]1[cH:5][c:6]([NH:10][c:11]2[n:12][cH:13][n:14][c:15]3[cH:16][c:17]([NH2:21])[cH:18][cH:19][c:20]23)[cH:7][cH:8][cH:9]1.